From a dataset of the Open Reaction Database (ORD), a public repository of structured organic reaction records. describe an organic reaction: reactants, conditions, products, and yield The reactants are FF (fluorine), FC(CC(F)(F)F)(F)F (1,1,1,3,3,3-hexafluoropropane). Product: FC(CC(F)(F)F)(F)F (1,1,1,3,3,3-hexafluoropropane), FF (fluorine), FC(C(C(F)(F)F)F)(F)F (1,1,1,2,3,3,3-heptafluoropropane). Reaction SMILES: [F:1][C:2]([F:9])([F:8])[CH2:3][C:4]([F:7])([F:6])[F:5].[F:10][F:11]>>[F:1][C:2]([F:9])([F:8])[CH2:3][C:4]([F:7])([F:6])[F:5].[F:10][F:11].[F:1][C:2]([F:9])([F:8])[CH:3]([F:10])[C:4]([F:7])([F:6])[F:5]. Procedure: reacting 1,1,1,3,3,3-hexafluoropropane with an effective amount of elemental fluorine in an inert gas, in a mole ratio of 1,1,1,3,3,3-hexafluoropropane to elemental fluorine from about 1:2 to about 100:1, at a temperature of from about -20° to about 400° C. and for a reaction time of from about 0.1 seconds to about 72 hours, to produce a 1,1,1,2,3,3,3-heptafluoropropane product comprising 1,1,1,2,3,3,3-heptafluoropropane, unreacted starting materials and byproducts; and Procedure details: Proceeding as in Example 1, but substituting 2-(2H-1,2,3-triazol-2-yl)acetic acidhydrochloride and (2S,4R)-4-(2-chloro-4-fluorobenzyl)-N-(4-(4-fluorophenoxy)phenyl)pyrrolidine-2-carboxamide, gave Compound 5, (2S,4R)-1-(2-(2H-1,2,3-triazol-2-yl)acetyl)-4-(2-chloro-4-fluorobenzyl)-N-(4-(4-fluorophenoxy)phenyl)pyrrolidine-2-carboxamide. 1H-NMR (400 MHz, CDCl3): δ 9.15 (s, 1H), 7.70 (s, 2H), 7.40-7.36 (m, 2H), 7.23-7.12 (m, 2H), 7.02-6.84 (m, 7H), 5.31 (s, 2H), 4.80 (d, 1H), 3.62-3.57 (m, 1H), 3.24 ... Product: Compound 5, N=1N(N=CC1)CC(=O)N1[C@@H](C[C@H](C1)CC1=C(C=C(C=C1)F)Cl)C(=O)NC1=CC=C(C=C1)OC1=CC=C(C=C1)F ((2S,4R)-1-(2-(2H-1,2,3-triazol-2-yl)acetyl)-4-(2-chloro-4-fluorobenzyl)-N-(4-(4-fluorophenoxy)phenyl)pyrrolidine-2-carboxamide). Starting materials: Cl.N=1N(N=CC1)CC(=O)O (2-(2H-1,2,3-triazol-2-yl)acetic acidhydrochloride), ClC1=C(C[C@@H]2C[C@H](NC2)C(=O)NC2=CC=C(C=C2)OC2=CC=C(C=C2)F)C=CC(=C1)F ((2S,4R)-4-(2-chloro-4-fluorobenzyl)-N-(4-(4-fluorophenoxy)phenyl)pyrrolidine-2-carboxamide). As a reaction SMILES: Cl.[N:2]1[N:3]([CH2:7][C:8]([OH:10])=O)[N:4]=[CH:5][CH:6]=1.[Cl:11][C:12]1[CH:40]=[C:39]([F:41])[CH:38]=[CH:37][C:13]=1[CH2:14][C@H:15]1[CH2:19][NH:18][C@H:17]([C:20]([NH:22][C:23]2[CH:28]=[CH:27][C:26]([O:29][C:30]3[CH:35]=[CH:34][C:33]([F:36])=[CH:32][CH:31]=3)=[CH:25][CH:24]=2)=[O:21])[CH2:16]1>>[N:4]1[N:3]([CH2:7][C:8]([N:18]2[CH2:19][C@H:15]([CH2:14][C:13]3[CH:37]=[CH:38][C:39]([F:41])=[CH:40][C:12]=3[Cl:11])[CH2:16][C@H:17]2[C:20]([NH:22][C:23]2[CH:28]=[CH:27][C:26]([O:29][C:30]3[CH:31]=[CH:32][C:33]([F:36])=[CH:34][CH:35]=3)=[CH:25][CH:24]=2)=[O:21])=[O:10])[N:2]=[CH:6][CH:5]=1 |f:0.1|. Product: CNC(C1=CN=C(C=C1)N1CCN(CC1)CC1=CC=2NC([C@H]3N(C2N=C1)CCCC3)=O)=O ((S)—N-methyl-6-(4-((6-oxo-6,6a,7,8,9,10-hexahydro-5H-dipyrido[1,2-a:3′,2′-e]pyrazin-3-yl)methyl)piperazin-1-yl)nicotinamide). The yield is 30.7%. Procedure: (S)-6-(4-((6-oxo-6,6a,7,8,9,10-hexahydro-5H-dipyrido[1,2-a:3′,2′-e]pyrazin-3-yl)methyl)piperazin-1-yl)nicotinic acid (75 mg, 0.178 mmol) was taken up in DMF (0.9 mL). To the mixture was added N-ethyl-N-isopropylpropan-2-amine (93 μl, 0.53 mmol), O-(7-Azabenzotriazole-1-yl)-N,N,N′N′-tetramethyluronium hexafluorophosphate (101 mg, 0.266 mmol), and methanamine hydrochloride (13.2 mg, 0.195 mmol). The reaction was stirred at room temperature overnight. The reaction was purified via HPLC (10-80 MeCN/... Reaction conditions: time 8 hour. RXN SMILES: [O:1]=[C:2]1[NH:7][C:6]2[CH:8]=[C:9]([CH2:12][N:13]3[CH2:18][CH2:17][N:16]([C:19]4[CH:27]=[CH:26][C:22]([C:23](O)=[O:24])=[CH:21][N:20]=4)[CH2:15][CH2:14]3)[CH:10]=[N:11][C:5]=2[N:4]2[CH2:28][CH2:29][CH2:30][CH2:31][C@@H:3]12.[CH2:32]([N:34](C(C)C)C(C)C)C.Cl.CN>CN(C=O)C>[CH3:32][NH:34][C:23](=[O:24])[C:22]1[CH:26]=[CH:27][C:19]([N:16]2[CH2:15][CH2:14][N:13]([CH2:12][C:9]3[CH:10]=[N:11][C:5]4[N:4]5[CH2:28][CH2:29][CH2:30][CH2:31][C@H:3]5[C:2](=[O:1])[NH:7][C:6]=4[CH:8]=3)[CH2:18][CH2:17]2)=[N:20][CH:21]=1 |f:2.3|. Solvent: CN(C)C=O (DMF). Starting materials: C(C)N(C(C)C)C(C)C (N-ethyl-N-isopropylpropan-2-amine), O-(7-Azabenzotriazole-1-yl)-N,N,N′N′-tetramethyluronium hexafluorophosphate, Cl.CN (methanamine hydrochloride), O=C1[C@H]2N(C3=C(N1)C=C(C=N3)CN3CCN(CC3)C3=NC=C(C(=O)O)C=C3)CCCC2 ((S)-6-(4-((6-oxo-6,6a,7,8,9,10-hexahydro-5H-dipyrido[1,2-a:3′,2′-e]pyrazin-3-yl)methyl)piperazin-1-yl)nicotinic acid).